From a dataset of the Open Reaction Database (ORD), a public repository of structured organic reaction records. describe an organic reaction: reactants, conditions, products, and yield The reactants are C1COCCN1, CCCCCC, CCOC(C)=O, CCOC(C)=O, CCSc1nc(Cl)cc(C)c1C(=O)NCc1cccc(F)c1, O. Yields the product CCSc1nc(N2CCOCC2)cc(C)c1C(=O)NCc1cccc(F)c1. As a reaction SMILES: [CH2:23]1[CH2:24][O:25][CH2:26][CH2:27][NH:28]1.[CH3:29][CH2:30][CH2:31][CH2:32][CH2:33][CH3:34].[CH3:35][CH2:36][O:37][C:38]([CH3:39])=[O:40].[CH3:42][CH2:43][O:44][C:45]([CH3:46])=[O:47].[Cl:1][c:2]1[cH:3][c:4]([CH3:22])[c:5]([C:11](=[O:12])[NH:13][CH2:14][c:15]2[cH:16][c:17]([F:21])[cH:18][cH:19][cH:20]2)[c:6]([S:8][CH2:9][CH3:10])[n:7]1.[OH2:41]>>[c:2]1([N:28]2[CH2:23][CH2:24][O:25][CH2:26][CH2:27]2)[cH:3][c:4]([CH3:22])[c:5]([C:11](=[O:12])[NH:13][CH2:14][c:15]2[cH:16][c:17]([F:21])[cH:18][cH:19][cH:20]2)[c:6]([S:8][CH2:9][CH3:10])[n:7]1. The reactants are [C@H]1(CC[C@H](CC1)C(=O)O)C(=O)O (1,4-trans-cyclohexane dicarboxylic acid), [Cu].C(=O)O (formic acid copper), C(=O)O (formic acid). Solvent: CO (methanol), CO (methanol). Reaction conditions: time 1 day. Yields the product [Cu].[C@H]1(CC[C@H](CC1)C(=O)O)C(=O)O (1,4-trans-cyclohexane dicarboxylic acid copper). Yield: 49.4%. Reaction SMILES: [C@H:1]1([C:10]([OH:12])=[O:11])[CH2:6][CH2:5][C@H:4]([C:7]([OH:9])=[O:8])[CH2:3][CH2:2]1.C(O)=O.[Cu:16].C(O)=O>CO>[Cu:16].[C@H:1]1([C:10]([OH:12])=[O:11])[CH2:2][CH2:3][C@H:4]([C:7]([OH:9])=[O:8])[CH2:5][CH2:6]1 |f:2.3,5.6|. Procedure: 2.53 g of 1,4-trans-cyclohexane dicarboxylic acid was dissolved under heating in a mixture solvent of 100 cm3 of methanol and 14 cm3 of formic acid. After this solution was cooled to the normal temperature, into this solution under stirring, a further solution in which 3.38 g of formic acid copper was dissolved in 100 cm3 of methanol was dripped and then this was kept still for one day. Thereafter, the precipitation product was suction-filtered and dried for 120° C./4 hours, whereby 1.71 g of 1,... The reactants are C1CCOC1, CO, COC(=O)c1ccc(C#CC(C)(C)C)cc1Cl, [Na+], [OH-]. Yields the product CC(C)(C)C#Cc1ccc(C(=O)O)c(Cl)c1. As a reaction SMILES: [CH2:20]1[O:21][CH2:22][CH2:23][CH2:24]1.[CH3:25][OH:26].[Cl:1][c:2]1[c:3]([C:4](=[O:5])[O:6][CH3:7])[cH:8][cH:9][c:10]([C:12]#[C:13][C:14]([CH3:15])([CH3:16])[CH3:17])[cH:11]1.[Na+:19].[OH-:18]>>[Cl:1][c:2]1[c:3]([C:4](=[O:5])[OH:6])[cH:8][cH:9][c:10]([C:12]#[C:13][C:14]([CH3:15])([CH3:16])[CH3:17])[cH:11]1. Reactants: NCC(=O)OCC.Cl (H-Gly-OEt.HCl), resultant mixture, C(C)(=O)OCC (ethyl acetate), N([C@@H](C(C)C)C(=O)O)C(=O)OC(C)(C)C (BOC-Val), C1CCC(CC1)N=C=NC2CCCCC2 (DCC). Solvent: C(Cl)(Cl)Cl (chloroform), C1CCOC1 (THF), C(C)N(CC)CC (triethylamine). Product: N([C@@H](C(C)C)C(=O)NCC(=O)OCC)C(=O)OC(C)(C)C (BOC-Val-Gly-OEt). Yield: 89.0%. RXN SMILES: C(OCC)(=O)C.[NH:7]([C:15]([O:17][C:18]([CH3:21])([CH3:20])[CH3:19])=[O:16])[C@H:8]([C:12]([OH:14])=O)[CH:9]([CH3:11])[CH3:10].[NH2:22][CH2:23][C:24]([O:26][CH2:27][CH3:28])=[O:25].Cl.C1CCC(N=C=NC2CCCCC2)CC1>C(Cl)(Cl)Cl.C1COCC1.C(N(CC)CC)C>[NH:7]([C:15]([O:17][C:18]([CH3:21])([CH3:20])[CH3:19])=[O:16])[C@H:8]([C:12]([NH:22][CH2:23][C:24]([O:26][CH2:27][CH3:28])=[O:25])=[O:14])[CH:9]([CH3:10])[CH3:11] |f:2.3|. Procedure details: 1 liter of ethyl acetate was added to 80 g of BOC-Val.DCHA and the mixture was washed twice with 600 ml of sulfuric acid and water, dried over anhydrous sodium sulfate and concentrated in vacuo to obtain the free acidin an oily form. The free acid and 28 g of H-Gly-OEt.HCl were dissolved in a solvent mixture of 150 ml of chloroform and 150 ml of THF. The solution was cooled and 28 ml of triethylamine and 41.2 g of DCC were added thereto. The resultant mixture was stirred at a temperature of 0° t... Reactants: CCN(CC)C(=O)Oc1cnccc1 (substrate), CC(C)C[Al](CC(C)C)c1cc(OC)cc(OC)c1 (effective_coupling_partner). Reagents/catalysts: PCy3. Reaction conditions: temperature 50 celsius, time 24 hour. Yields the product c1c(OC)cc(OC)cc1c1cnccc1. The reactants are COC([C@@H](NC(=O)OCC1=CC=CC=C1)CN1C(=NC=C1)N=CN(C)C)=O (3- (2-Dimethylaminomethyleneaminoimidazol-1-yl)-N-(benzyloxycarbonyl)-L-alanine methyl ester), O (water). The reagents and catalysts are [Pd] (Pd/C). The solvent is CO (methanol). Run at time 2 hour. The product is COC([C@@H](N)CN1C(=NC=C1)N=CN(C)C)=O (3-(2-dimethylaminomethyleneaminoimidazol-1-yl)-L-alanine methyl ester). Yield: 80.3%. RXN SMILES: [CH3:1][O:2][C:3](=[O:27])[C@H:4]([CH2:16][N:17]1[CH:21]=[CH:20][N:19]=[C:18]1[N:22]=[CH:23][N:24]([CH3:26])[CH3:25])[NH:5]C(OCC1C=CC=CC=1)=O.O>CO.[Pd]>[CH3:1][O:2][C:3](=[O:27])[C@H:4]([CH2:16][N:17]1[CH:21]=[CH:20][N:19]=[C:18]1[N:22]=[CH:23][N:24]([CH3:26])[CH3:25])[NH2:5]. Reported procedure: 3- (2-Dimethylaminomethyleneaminoimidazol-1-yl)-N-(benzyloxycarbonyl)-L-alanine methyl ester (937 mg) was dissolved in methanol (25 ml), and 50% water-containing 10% Pd/C (468 mg) was added. Then, the mixture was vigorously stirred for 2 hours under an atmosphere of hydrogen. The catalyst was filtered off. The solvent was evaporated under reduced pressure. The resulting residue was purified by silica gel flush column chromatography (eluent: 7% ammonia-containing ethanol-chloroform a 3:97) to giv... Reactants: COc1cc(Br)ccc1C(N)=O, ClCCl, C1CCC2=NCCCN2CC1, O=P(Cl)(Cl)Oc1ccccc1. Yields the product COc1cc(Br)ccc1C#N. As a reaction SMILES: [Br:1][c:2]1[cH:3][c:4]([O:11][CH3:12])[c:5]([C:6](=[O:7])[NH2:8])[cH:9][cH:10]1.[Cl:35][CH2:36][Cl:37].[N:13]12[CH2:14][CH2:15][CH2:16][N:17]=[C:18]1[CH2:19][CH2:20][CH2:21][CH2:22][CH2:23]2.[P:24]([Cl:25])([Cl:26])([O:27][c:28]1[cH:29][cH:30][cH:31][cH:32][cH:33]1)=[O:34]>>[Br:1][c:2]1[cH:3][c:4]([O:11][CH3:12])[c:5]([C:6]#[N:8])[cH:9][cH:10]1. Starting materials: COC(C1=CC(=C(C=C1)NCCNC(=O)OC(C)(C)C)N)=O (3-amino-4-(2-tert-butoxycarbonylamino-ethylamino)-benzoic acid methyl ester), C(CCl)Cl (EDC), NC=1SC2=C(N1)C=CC(=C2)OC(F)(F)F (2-amino-6-(trifluoromethoxy)-benzothiazole), C(=S)(N1C=NC=C1)N1C=NC=C1 (1,1′-thiocarbonyldiimidazole). Yield: 40.0%. Solvent: CN(C)C=O (DMF). The product is COC(=O)C1=CC2=C(N(C(=N2)NC=2SC3=C(N2)C=CC(=C3)OC(F)(F)F)CCNC(=O)OC(C)(C)C)C=C1 (1-(2-tert-Butoxycarbonylamino-ethyl)-2-(6-trifluoromethoxy-benzothiazol-2-ylamino)-1H-benzoimidazole-5-carboxylic acid methyl ester). As a reaction SMILES: [CH3:1][O:2][C:3](=[O:22])[C:4]1[CH:9]=[CH:8][C:7]([NH:10][CH2:11][CH2:12][NH:13][C:14]([O:16][C:17]([CH3:20])([CH3:19])[CH3:18])=[O:15])=[C:6]([NH2:21])[CH:5]=1.[NH2:23][C:24]1[S:25][C:26]2[CH:32]=[C:31]([O:33][C:34]([F:37])([F:36])[F:35])[CH:30]=[CH:29][C:27]=2[N:28]=1.[C:38](N1C=CN=C1)(N1C=CN=C1)=S.C(Cl)CCl>CN(C=O)C>[CH3:1][O:2][C:3]([C:4]1[CH:9]=[CH:8][C:7]2[N:10]([CH2:11][CH2:12][NH:13][C:14]([O:16][C:17]([CH3:19])([CH3:18])[CH3:20])=[O:15])[C:38]([NH:23][C:24]3[S:25][C:26]4[CH:32]=[C:31]([O:33][C:34]([F:37])([F:35])[F:36])[CH:30]=[CH:29][C:27]=4[N:28]=3)=[N:21][C:6]=2[CH:5]=1)=[O:22]. Reported procedure: 1-(2-tert-Butoxycarbonylamino-ethyl)-2-(6-trifluoromethoxy-benzothiazol-2-ylamino)-1H-benzoimidazole-5-carboxylic acid methyl ester (374.0 mg) was prepared by following General Procedure D starting from 3-amino-4-(2-tert-butoxycarbonylamino-ethylamino)-benzoic acid methyl ester (525.0 mg), 2-amino-6-(trifluoromethoxy)-benzothiazole (585.0 mg), 1,1′-thiocarbonyldiimidazole (445.0 mg), and EDC (480.0 mg) in DMF (2.0 mL). Reactants: COC(CC1CC2=CC=C(C=C2C1)S(=O)(=O)Cl)=O ((5-Chlorosulfonyl-indan-2-yl)-acetic acid methyl ester), crude product, COC(CC1CC2=CC=C(C=C2C1)SCC1=C(N=C(S1)C1=CC=C(C=C1)C(F)(F)F)C)=O ({5-[4-Methyl-2-(4-trifluoromethyl-phenyl)-thiazol-5-ylmethylsulfanyl]-indan-2-yl}-acetic acid methyl ester), COC(CC1CC2=CC=C(C=C2C1)SCC1=C(N=C(S1)C1=CC=C(C=C1)C(F)(F)F)C)=O ({5-[4-Methyl-2-(4-trifluoromethyl-phenyl)-thiazol-5-ylmethylsulfanyl]-indan-2-yl}-acetic acid methyl ester). Reported procedure: Compound 2C was prepared according to the method of Example 1 utilizing compound 2B. The crude product was used immediately. Preparation of {5-[4-Methyl-2-(4-trifluoromethyl-phenyl)-thiazol-5-ylmethylsulfanyl]-indan-2-yl}-acetic acid methyl ester (Compound 2D) RXN SMILES: [CH3:1][O:2][C:3](=[O:18])[CH2:4][CH:5]1[CH2:13][C:12]2[C:7](=[CH:8][CH:9]=[C:10]([S:14](Cl)(=O)=O)[CH:11]=2)[CH2:6]1.COC(=O)CC1CC2C(=CC=C(SCC3SC(C4C=CC(C(F)(F)F)=CC=4)=NC=3C)C=2)C1>>[CH3:1][O:2][C:3](=[O:18])[CH2:4][CH:5]1[CH2:13][C:12]2[C:7](=[CH:8][CH:9]=[C:10]([SH:14])[CH:11]=2)[CH2:6]1. Yields the product COC(CC1CC2=CC=C(C=C2C1)S)=O ((5-Mercapto-indan-2-yl)-acetic acid methyl ester).